Dataset: the Open Reaction Database (ORD), a public repository of structured organic reaction records. Task: describe an organic reaction: reactants, conditions, products, and yield Reactants: CO, COC(=O)c1cc(Oc2ccc(C(F)(F)F)cc2Cl)ccc1O, Cl, Cl, NO, [Na+], C1COCCO1, [OH-], O=C(O)c1ccccc1O. Product: O=C(NO)c1cc(Oc2ccc(C(F)(F)F)cc2Cl)ccc1O. RXN SMILES: [CH3:40][OH:41].[Cl:12][c:13]1[c:14]([O:15][c:16]2[cH:17][cH:18][c:19]([OH:26])[c:20]([C:21](=[O:22])[O:23][CH3:24])[cH:25]2)[cH:27][cH:28][c:29]([C:31]([F:32])([F:33])[F:34])[cH:30]1.[ClH:11].[ClH:35].[NH2:36][OH:37].[Na+:39].[O:42]1[CH2:43][CH2:44][O:45][CH2:46][CH2:47]1.[OH-:38].[OH:1][c:2]1[cH:3][cH:4][cH:5][cH:6][c:7]1[C:8]([OH:9])=[O:10]>>[Cl:12][c:13]1[c:14]([O:15][c:16]2[cH:17][cH:18][c:19]([OH:26])[c:20]([C:21](=[O:22])[NH:36][OH:37])[cH:25]2)[cH:27][cH:28][c:29]([C:31]([F:32])([F:33])[F:34])[cH:30]1.